From a dataset of the Open Reaction Database (ORD), a public repository of structured organic reaction records. describe an organic reaction: reactants, conditions, products, and yield Starting materials: C1CCOC1, O=C(NCCCl)Nc1ccc2ccccc2c1, [H-], [Na+], CN(C)C=O. Product: O=C1NCCN1c1ccc2ccccc2c1. Reaction SMILES: [CH2:25]1[O:26][CH2:27][CH2:28][CH2:29]1.[Cl:1][CH2:2][CH2:3][NH:4][C:5](=[O:6])[NH:7][c:8]1[cH:9][c:10]2[cH:11][cH:12][cH:13][cH:14][c:15]2[cH:16][cH:17]1.[H-:18].[Na+:19].[O:20]=[CH:21][N:22]([CH3:23])[CH3:24]>>[CH2:2]1[CH2:3][NH:4][C:5](=[O:6])[N:7]1[c:8]1[cH:9][c:10]2[cH:11][cH:12][cH:13][cH:14][c:15]2[cH:16][cH:17]1. Starting materials: C1CCOC1, CN1CCOCC1, CC(C)COC(=O)Cl, COc1ccccc1N(CCN1CCC(C(=O)c2ccc(F)cc2)CC1)S(=O)(=O)c1ccc(C(=O)O)cc1, N. Product: COc1ccccc1N(CCN1CCC(C(=O)c2ccc(F)cc2)CC1)S(=O)(=O)c1ccc(C(N)=O)cc1. Reaction SMILES: [CH2:55]1[O:56][CH2:57][CH2:58][CH2:59]1.[CH3:39][N:40]1[CH2:41][CH2:42][O:43][CH2:44][CH2:45]1.[Cl:46][C:47]([O:48][CH2:49][CH:50]([CH3:51])[CH3:52])=[O:53].[F:1][c:2]1[cH:3][cH:4][c:5]([C:6](=[O:7])[CH:8]2[CH2:9][CH2:10][N:11]([CH2:14][CH2:15][N:16]([c:17]3[c:18]([O:23][CH3:24])[cH:19][cH:20][cH:21][cH:22]3)[S:25](=[O:26])(=[O:27])[c:28]3[cH:29][cH:30][c:31]([C:32](=[O:33])[OH:34])[cH:35][cH:36]3)[CH2:12][CH2:13]2)[cH:37][cH:38]1.[NH3:54]>>[F:1][c:2]1[cH:3][cH:4][c:5]([C:6](=[O:7])[CH:8]2[CH2:9][CH2:10][N:11]([CH2:14][CH2:15][N:16]([c:17]3[c:18]([O:23][CH3:24])[cH:19][cH:20][cH:21][cH:22]3)[S:25](=[O:26])(=[O:27])[c:28]3[cH:29][cH:30][c:31]([C:32](=[O:33])[NH2:40])[cH:35][cH:36]3)[CH2:12][CH2:13]2)[cH:37][cH:38]1. The reactants are NCC1=NN(C(C2=CC=CC=C12)=O)NC(CC1=CC=C(C=C1)Cl)=O (N-[4-(aminomethyl)-1-oxophthalazin-2(1H)-yl]-2-(4-chlorophenyl)acetamide), C(OCC1=CC=CC=C1)(=O)Cl (benzyl carbonochloridate). Yields the product C(C1=CC=CC=C1)OC(NCC1=NN(C(C2=CC=CC=C12)=O)NC(CC1=CC=C(C=C1)Cl)=O)=O (benzyl[(3-{[(4-chlorophenyl)acetyl]amino}-4-oxo-3,4-dihydrophthalazin-1-yl)methyl]carbamate). As a reaction SMILES: [NH2:1][CH2:2][C:3]1[C:12]2[C:7](=[CH:8][CH:9]=[CH:10][CH:11]=2)[C:6](=[O:13])[N:5]([NH:14][C:15](=[O:24])[CH2:16][C:17]2[CH:22]=[CH:21][C:20]([Cl:23])=[CH:19][CH:18]=2)[N:4]=1.[C:25](Cl)(=[O:34])[O:26][CH2:27][C:28]1[CH:33]=[CH:32][CH:31]=[CH:30][CH:29]=1>>[CH2:27]([O:26][C:25](=[O:34])[NH:1][CH2:2][C:3]1[C:12]2[C:7](=[CH:8][CH:9]=[CH:10][CH:11]=2)[C:6](=[O:13])[N:5]([NH:14][C:15](=[O:24])[CH2:16][C:17]2[CH:18]=[CH:19][C:20]([Cl:23])=[CH:21][CH:22]=2)[N:4]=1)[C:28]1[CH:33]=[CH:32][CH:31]=[CH:30][CH:29]=1. Procedure details: The product of Example 42 and benzyl carbonochloridate were treated using a method similar to that described in Example 128 to give the title compound. 1H NMR (300 MHz, DMSO-d6) δ ppm 11.50-11.71 (m, 1H), 8.32 (dd, J=7.6, 1.5 Hz, 1H), 8.08-8.11 (m, 1H), 7.88-8.01 (m, 3H), 7.28-7.48 (m, 9H), 5.06-5.07 (bs, 2H), 4.54 (d, J=5.9 Hz, 2H), 3.68 (s, 2H); MS (ESI+) M/Z 494 (M+NH4)+. Starting materials: CC1(OB(OC1(C)C)C=1C=NN(C1)C(=O)OC(C)(C)C)C (1,1-Dimethylethyl 4-(4,4,5,5-tetramethyl-1,3,2-dioxaborolan-2-yl)-1H-pyrazole-1-carboxylate), C([O-])([O-])=O.[K+].[K+] (potassium carbonate), BrC1=C(SC2=NC(=CC(=C21)NS(=O)(=O)C2=CC(=CC=C2)Cl)C)C (N-(3-bromo-2,6-dimethylthieno[2,3-b]pyridin-4-yl)-3-chlorobenzenesulfonamide). The reagents and catalysts are Cl[Pd]([P](C1=CC=CC=C1)(C2=CC=CC=C2)C3=CC=CC=C3)([P](C4=CC=CC=C4)(C5=CC=CC=C5)C6=CC=CC=C6)Cl (bis(triphenylphosphine)palladium(II) chloride). The solvent is O (water), O1CCOCC1 (1,4-dioxane). Run at temperature 100 celsius. Product: ClC=1C=C(C=CC1)S(=O)(=O)NC1=C2C(=NC(=C1)C)SC(=C2C=2C=NNC2)C (3-Chloro-N-[2,6-dimethyl-3-(1H-pyrazol-4-yl)thieno[2,3-b]pyridin-4-yl]benzenesulfonamide). The yield is 11.0%. RXN SMILES: Br[C:2]1[C:10]2[C:5](=[N:6][C:7]([CH3:22])=[CH:8][C:9]=2[NH:11][S:12]([C:15]2[CH:20]=[CH:19][CH:18]=[C:17]([Cl:21])[CH:16]=2)(=[O:14])=[O:13])[S:4][C:3]=1[CH3:23].CC1(C)C(C)(C)OB([C:32]2[CH:33]=[N:34][N:35](C(OC(C)(C)C)=O)[CH:36]=2)O1.C(=O)([O-])[O-].[K+].[K+]>O1CCOCC1.O.Cl[Pd](Cl)([P](C1C=CC=CC=1)(C1C=CC=CC=1)C1C=CC=CC=1)[P](C1C=CC=CC=1)(C1C=CC=CC=1)C1C=CC=CC=1>[Cl:21][C:17]1[CH:16]=[C:15]([S:12]([NH:11][C:9]2[CH:8]=[C:7]([CH3:22])[N:6]=[C:5]3[S:4][C:3]([CH3:23])=[C:2]([C:32]4[CH:33]=[N:34][NH:35][CH:36]=4)[C:10]=23)(=[O:14])=[O:13])[CH:20]=[CH:19][CH:18]=1 |f:2.3.4,^1:60,79|. Procedure details: Under nitrogen, N-(3-bromo-2,6-dimethylthieno[2,3-b]pyridin-4-yl)-3-chlorobenzenesulfonamide (Example 61) (100 mg, 0.232 mmol) was dissolved in 1,4-dioxane (2.5 mL) and water (1 mL). 1,1-Dimethylethyl 4-(4,4,5,5-tetramethyl-1,3,2-dioxaborolan-2-yl)-1H-pyrazole-1-carboxylate (102 mg, 0.347 mmol), bis(triphenylphosphine)palladium(II) chloride (16.26 mg, 0.023 mmol) and potassium carbonate (96 mg, 0.695 mmol) were added and the mixture heated in a microwave at 100° C. for 15 min (×3). The solution ... Reactants: CC1=NC=C(C(=O)N)C=C1 (6-methyl nicotinamide), BrCC(=O)O (bromoacetic acid). Solvent: CN(C)C=O (DMF). The product is [Br-].C(N)(=O)C=1C=CC(=[N+](C1)CC(=O)O)C (5-carbamoyl-1-carboxymethyl-2-methyl-pyridinium bromide). The yield is 16.8%. RXN SMILES: [CH3:1][C:2]1[CH:10]=[CH:9][C:5]([C:6]([NH2:8])=[O:7])=[CH:4][N:3]=1.[Br:11][CH2:12][C:13]([OH:15])=[O:14]>CN(C=O)C>[Br-:11].[C:6]([C:5]1[CH:9]=[CH:10][C:2]([CH3:1])=[N+:3]([CH2:12][C:13]([OH:15])=[O:14])[CH:4]=1)(=[O:7])[NH2:8] |f:3.4|. Procedure details: A solution of 6-methyl nicotinamide (400 mg, 2.94 mmol, 1.0 eq) and bromoacetic acid (408 mg, 2.94 mmol, 1.0 eq) in DMF (10 mL) was stirred at room temperature for 6 days. The reaction mixture was monitored by LCMS. Solvent was then evaporated and the crude product was purified by preparative HPLC to afford 136 mg of the expected compound. The product is NC(CC=1C=C(C=CC1)N)C (3-(2-Amino-propyl)-phenylamine). Reaction conditions: time 20 minute. Run in ClCCl (dichloromethane), FC(C(=O)O)(F)F (trifluoroacetic acid). Reaction SMILES: C(OC(=O)[NH:7][CH:8]([CH3:30])[CH2:9][C:10]1[CH:15]=[CH:14][CH:13]=[C:12]([N:16]=C(C2C=CC=CC=2)C2C=CC=CC=2)[CH:11]=1)(C)(C)C>ClCCl.FC(F)(F)C(O)=O>[NH2:7][CH:8]([CH3:30])[CH2:9][C:10]1[CH:11]=[C:12]([NH2:16])[CH:13]=[CH:14][CH:15]=1. Procedure details: A solution {2-[3(Benzhydrylidene-amino)-phenyl]-1-methyl-ethyl}-carbamic acid tert-butyl ester (200 mg, 0.48 mmol) in dichloromethane (5 mL) and trifluoroacetic acid (5 mL) was stirred for 45 min at room temperature. Solvents removed under vacuum and residue suspended in 5 N hydrochloric acid at 60° C. for 20 min. Biphasic system washed with ether and organics discarded. The pH of the aqueous layer was then adjusted to 14 with 10 N sodium hydroxide. Aqueous was then washed three times with dichl... Starting materials: C(C)(C)(C)OC(NC(CC1=CC(=CC=C1)N=C(C1=CC=CC=C1)C1=CC=CC=C1)C)=O ({2-[3(Benzhydrylidene-amino)-phenyl]-1-methyl-ethyl}-carbamic acid tert-butyl ester). Starting materials: Br.C(C)SC(N)=N (2-ethylisothiourea hydrobromide), N1C(=O)C(=O)C2=CC=CC=C12 (Isatin), CNC(=O)N1C(=O)C(=O)C2=CC=CC=C12 (1-methylcarbamoylisatin), CN=C=O (methyl isocyanate). Run in C(C)N(CC)CC (triethylamine), O1CCCC1 (tetrahydrofuran), C(C)N(CC)CC (triethylamine). Reaction conditions: temperature 70 celsius, time 4 hour. The product is CN1C(NC2=CC=CC=C2C12NC(NC2=O)=O)=O (3-methyl-spiro[1,2,3,4-tetrahydroquinazoline-4,4'-imidazolidine]-2,2',5'-trione). Yield: 75.0%. As a reaction SMILES: [NH:1]1[C:11]2[C:6](=[CH:7][CH:8]=[CH:9][CH:10]=2)[C:4](=O)[C:2]1=[O:3].[CH3:12][N:13]=[C:14]=[O:15].C[NH:17][C:18]([N:20]1C2C(=CC=CC=2)C(=O)C1=O)=[O:19].Br.C(SC(=N)N)C>O1CCCC1.C(N(CC)CC)C>[CH3:12][N:13]1[C:4]2([C:2](=[O:3])[NH:20][C:18](=[O:19])[NH:17]2)[C:6]2[C:11](=[CH:10][CH:9]=[CH:8][CH:7]=2)[NH:1][C:14]1=[O:15] |f:3.4|. Reported procedure: Isatin (294.3 g) is suspended in tetrahydrofuran (3 liter) and thereto are added with stirring triethylamine (279 ml) and methyl isocyanate (129.8 ml) at 15° C. The mixture is stirred at 20°-25° C. for 2.5 hours (1-methylcarbamoylisatin is produced in the mixture). To the reaction mixture are added 2-ethylisothiourea hydrobromide (444.2 g) and triethylamine (55.8 ml), and the mixture is refluxed for 2 hours. After cooling, the solvent is distilled off under reduced pressure. To the residue [i.e.... Reactants: ClC1=C(C=CC=C1)C1=NCC=2N(C3=C1C=C(S3)CC)C(=NN2)CNC(=O)C=2N(C3=CC=CC=C3C2)CC(=O)OCC (ethyl 2-(4-(2-chlorophenyl)-2-ethyl-6H-thieno[3,2-f] [1,2,4]triazolo[4,3-a] [1,4]diazepin-9-ylmethylcarbamoyl)indole-1-acetate), [OH-].[Na+] (sodium hydroxide). The solvent is CO (methanol). Run at time 4 hour. Yields the product ClC1=C(C=CC=C1)C1=NCC=2N(C3=C1C=C(S3)CC)C(=NN2)CNC(=O)C=2N(C3=CC=CC=C3C2)CC(=O)O (2-(4-(2-chlorophenyl)-2-ethyl-6H-thieno[3,2-f] [1,2,4]triazolo[4,3-a] [1,4]diazepin-9-ylmethylcarbamoyl)indole-1-acetic acid). Isolated yield 79.7%. RXN SMILES: [Cl:1][C:2]1[CH:7]=[CH:6][CH:5]=[CH:4][C:3]=1[C:8]1[C:14]2[CH:15]=[C:16]([CH2:18][CH3:19])[S:17][C:13]=2[N:12]2[C:20]([CH2:23][NH:24][C:25]([C:27]3[N:28]([CH2:36][C:37]([O:39]CC)=[O:38])[C:29]4[C:34]([CH:35]=3)=[CH:33][CH:32]=[CH:31][CH:30]=4)=[O:26])=[N:21][N:22]=[C:11]2[CH2:10][N:9]=1.[OH-].[Na+]>CO>[Cl:1][C:2]1[CH:7]=[CH:6][CH:5]=[CH:4][C:3]=1[C:8]1[C:14]2[CH:15]=[C:16]([CH2:18][CH3:19])[S:17][C:13]=2[N:12]2[C:20]([CH2:23][NH:24][C:25]([C:27]3[N:28]([CH2:36][C:37]([OH:39])=[O:38])[C:29]4[C:34]([CH:35]=3)=[CH:33][CH:32]=[CH:31][CH:30]=4)=[O:26])=[N:21][N:22]=[C:11]2[CH2:10][N:9]=1 |f:1.2|. Procedure: Ethyl 2-(4-(2-chlorophenyl)-2-ethyl-6H-thieno[3,2-f] [1,2,4]triazolo[4,3-a] [1,4]diazepin-9-ylmethylcarbamoyl)indole-1-acetate (0.83 g) obtained in Example 61 was dissolved in methanol (20 ml). A 2M aqueous sodium hydroxide solution (1.5 ml) was added, and the mixture was allowed to stand at room temperature for 4 hours. The reaction mixture was concentrated, and the residue was extracted with water. The aqueous layer was washed with ethyl acetate. Citric acid was added to adjust the aqueous lay...